From a dataset of the Open Reaction Database (ORD), a public repository of structured organic reaction records. describe an organic reaction: reactants, conditions, products, and yield Reactants: NC1=CC2=C(N=CN2)C=C1 (5-aminobenzimidazole), N1CCCCC1 (piperidine), FC1=C(C=O)C(=CC=C1)F (2,6-difluoro-benzaldehyde), SCC(=O)O (mercapto acetic acid). The product is N1C=NC2=C1C=C(C=C2)N2C(SCC2=O)C2=C(C=CC=C2F)F (3-(1H-benzo[d]imidazol-6-yl)-2-(2,6-difluorophenyl)thiazolidin-4-one). As a reaction SMILES: [NH2:1][C:2]1[CH:10]=[CH:9][C:5]2[N:6]=[CH:7][NH:8][C:4]=2[CH:3]=1.[F:11][C:12]1[CH:19]=[CH:18][CH:17]=[C:16]([F:20])[C:13]=1[CH:14]=O.[SH:21][CH2:22][C:23](O)=[O:24].N1CCCCC1>>[NH:8]1[C:4]2[CH:3]=[C:2]([N:1]3[C:23](=[O:24])[CH2:22][S:21][CH:14]3[C:13]3[C:12]([F:11])=[CH:19][CH:18]=[CH:17][C:16]=3[F:20])[CH:10]=[CH:9][C:5]=2[N:6]=[CH:7]1. Procedure: The compound was synthesized starting from 5-aminobenzimidazole (0.133 g, 1.0 mmol), 2,6-difluoro-benzaldehyde (0.142 mg, 1.0 mmol), mercapto acetic acid (0.157 g, 1.5 mmol), piperidine, according to method 9 step A. yield: 208 mg (62.8%), MS m/z: 332.3 (M+H)+, HPLC [A]): rt 5.76 min (97%) Starting materials: CS(=O)(=O)C1=NC=C(C(=N1)N[C@@H]1CN(CCC1)S(=O)(=O)CC(C)C)C=1N=C2C(=NC1)N(C=C2)COCC[Si](C)(C)C ({2-methanesulfonyl-5-[5-(2-trimethysilanyl-ethoxymethyl)-5H-pyrrolo[2,3-b]pyrazin-2-yl]-pyrimidin-4-yl}-[(S)-1-(2-methyl-propane-1-sulfonyl)-piperidin-3-yl]-amine), [OH-].[NH4+] (ammonium hydroxide). Run in O1CCOCC1 (1,4-dioxane). Run at temperature 90 celsius, time 6 hour. The product is CC(CS(=O)(=O)N1C[C@H](CCC1)NC1=NC(=NC=C1C=1N=C2C(=NC1)N(C=C2)COCC[Si](C)(C)C)N)C (N*4*-[(S)-1-(2-methyl-propane-1-sulfonyl)-piperidin-3-yl]-5-[5-(2-trimethylsilanyl-ethoxymethyl)-5H-pyrrolo[2,3-b]pyrazin-2-yl]-pyrimidine-2,4-diamine). RXN SMILES: CS([C:5]1[N:10]=[C:9]([NH:11][C@H:12]2[CH2:17][CH2:16][CH2:15][N:14]([S:18]([CH2:21][CH:22]([CH3:24])[CH3:23])(=[O:20])=[O:19])[CH2:13]2)[C:8]([C:25]2[N:26]=[C:27]3[CH:33]=[CH:32][N:31]([CH2:34][O:35][CH2:36][CH2:37][Si:38]([CH3:41])([CH3:40])[CH3:39])[C:28]3=[N:29][CH:30]=2)=[CH:7][N:6]=1)(=O)=O.[OH-].[NH4+:43]>O1CCOCC1>[CH3:24][CH:22]([CH3:23])[CH2:21][S:18]([N:14]1[CH2:15][CH2:16][CH2:17][C@H:12]([NH:11][C:9]2[C:8]([C:25]3[N:26]=[C:27]4[CH:33]=[CH:32][N:31]([CH2:34][O:35][CH2:36][CH2:37][Si:38]([CH3:41])([CH3:40])[CH3:39])[C:28]4=[N:29][CH:30]=3)=[CH:7][N:6]=[C:5]([NH2:43])[N:10]=2)[CH2:13]1)(=[O:20])=[O:19] |f:1.2|. Reported procedure: In a 10 mL sealed tube {2-methanesulfonyl-5-[5-(2-trimethysilanyl-ethoxymethyl)-5H-pyrrolo[2,3-b]pyrazin-2-yl]-pyrimidin-4-yl}-[(S)-1-(2-methyl-propane-1-sulfonyl)-piperidin-3-yl]-amine (38 mg, 609 μmol) and ammonium hydroxide (450 mg, 0.5 ml, 12.8 mmol) were combined with 1,4-dioxane (2 ml) to give a light yellow solution. The reaction mixture was heated to 90° C. and stirred for 6 h. It was concentrated and diluted with water, extracted with ethyl acetate (2×20 ml). The organic layers were dri... Starting materials: N#N.Cl.C(#N)C1=C(C=CC=2SC3=CC=CC=C3N(C12)C(CN1CCCC1)C)C(=N)N (N2 cyano-10-[(2RS)-1-(1-pyrrolidinyl)-2-propyl]-2-phenothiazinecarboxamidine hydrochloride), C(CC)N (propylamine). The solvent is C(C)O (ethanol), C1(=CC=CC=C1)C (toluene). Yields the product N#N.C(#N)C1=C(C=CC=2SC3=CC=CC=C3N(C12)C(CN1CCCC1)C)C(=N)NCCC (N2 cyano-N1 -propyl-10-[(2RS)-1-(1-pyrrolidinyl)-2-propyl]-2-phenothiazinecarboxamidine). RXN SMILES: [N:1]#[N:2].Cl.[C:4]([C:6]1[C:19]2[N:18]([CH:20]([CH3:27])[CH2:21][N:22]3[CH2:26][CH2:25][CH2:24][CH2:23]3)[C:17]3[C:12](=[CH:13][CH:14]=[CH:15][CH:16]=3)[S:11][C:10]=2[CH:9]=[CH:8][C:7]=1[C:28]([NH2:30])=[NH:29])#[N:5].[CH2:31](N)[CH2:32][CH3:33]>C(O)C.C1(C)C=CC=CC=1>[N:1]#[N:2].[C:4]([C:6]1[C:19]2[N:18]([CH:20]([CH3:27])[CH2:21][N:22]3[CH2:23][CH2:24][CH2:25][CH2:26]3)[C:17]3[C:12](=[CH:13][CH:14]=[CH:15][CH:16]=3)[S:11][C:10]=2[CH:9]=[CH:8][C:7]=1[C:28]([NH:30][CH2:31][CH2:32][CH3:33])=[NH:29])#[N:5] |f:0.1.2,6.7|. Procedure details: A solution of N2 -cyano-10-[(2RS)-1-(1-pyrrolidinyl)-2-propyl]-2-phenothiazinecarboxamidine hydrochloride (0.93 g) and propylamine (1.86 cc) in ethanol (25 cc) is brought to 100° C. for 16 hours. The reaction mixture is concentrated to dryness at 50° C. under reduced pressure (30 mm Hg; 4 kPa) to give a residue which is purified by chromatography on a column (height: 13.6 cm; diameter: 2.4 cm) of silica (0.04-0.06 mm) with a slight excess pressure of nitrogen (40 kPa), eluting with a 20:80 (by v...